This data is from the Open Reaction Database (ORD), a public repository of structured organic reaction records. The task is: describe an organic reaction: reactants, conditions, products, and yield Starting materials: ClCCCl, Cl, O=C(O)c1nc(CO)sc1-c1ccc(F)cc1, Fc1cc2nc(CC3CCCCN3)[nH]c2cc1F, CN(C)C=O, On1nnc2ccccc21. Reaction SMILES: [CH2:18]([Cl:19])[CH2:20][Cl:21].[ClH:22].[F:1][c:2]1[cH:3][cH:4][c:5](-[c:8]2[c:9]([C:15](=[O:16])[OH:17])[n:10][c:11]([CH2:13][OH:14])[s:12]2)[cH:6][cH:7]1.[F:33][c:34]1[cH:35][c:36]2[c:37]([nH:38][c:39]([CH2:41][CH:42]3[NH:43][CH2:44][CH2:45][CH2:46][CH2:47]3)[n:40]2)[cH:48][c:49]1[F:50].[O:51]=[CH:52][N:53]([CH3:54])[CH3:55].[OH:23][n:24]1[c:25]2[cH:26][cH:27][cH:28][cH:29][c:30]2[n:31][n:32]1>>[F:1][c:2]1[cH:3][cH:4][c:5](-[c:8]2[c:9]([C:15](=[O:17])[N:43]3[CH:42]([CH2:41][c:39]4[nH:38][c:37]5[c:36]([cH:35][c:34]([F:33])[c:49]([F:50])[cH:48]5)[n:40]4)[CH2:47][CH2:46][CH2:45][CH2:44]3)[n:10][c:11]([CH2:13][OH:14])[s:12]2)[cH:6][cH:7]1. The product is O=C(c1nc(CO)sc1-c1ccc(F)cc1)N1CCCCC1Cc1nc2cc(F)c(F)cc2[nH]1. The reactants are CO, CN(C)c1ccc([N+](=O)[O-])cc1C(=O)O. The product is CN(C)c1ccc(N)cc1C(=O)O. As a reaction SMILES: [CH3:16][OH:17].[CH3:1][N:2]([c:3]1[c:4]([C:5](=[O:6])[OH:7])[cH:8][c:9]([N+:12]([O-:13])=[O:14])[cH:10][cH:11]1)[CH3:15]>>[CH3:1][N:2]([c:3]1[c:4]([C:5](=[O:6])[OH:7])[cH:8][c:9]([NH2:12])[cH:10][cH:11]1)[CH3:15]. Starting materials: BrCC1=CC=CC=C1 (Bromomethyl-benzene), C(=O)([O-])[O-].[K+].[K+] (K2CO3), [N+](=O)([O-])C1=CC=C(C=2C=CC=NC12)O (8-nitro-quinolin-5-ol). Run in CN(C)C=O (DMF), O (water). Conditions: temperature 90 celsius. The product is C(C1=CC=CC=C1)OC1=C2C=CC=NC2=C(C=C1)[N+](=O)[O-] (5-Benzyloxy-8-nitro-quinoline). Yield: 68.5%. RXN SMILES: Br[CH2:2][C:3]1[CH:8]=[CH:7][CH:6]=[CH:5][CH:4]=1.C([O-])([O-])=O.[K+].[K+].[N+:15]([C:18]1[C:27]2[N:26]=[CH:25][CH:24]=[CH:23][C:22]=2[C:21]([OH:28])=[CH:20][CH:19]=1)([O-:17])=[O:16]>CN(C=O)C.O>[CH2:2]([O:28][C:21]1[CH:20]=[CH:19][C:18]([N+:15]([O-:17])=[O:16])=[C:27]2[C:22]=1[CH:23]=[CH:24][CH:25]=[N:26]2)[C:3]1[CH:8]=[CH:7][CH:6]=[CH:5][CH:4]=1 |f:1.2.3|. Reported procedure: Bromomethyl-benzene (424 μl, 3.57 mmol) and K2CO3 (493 mg, 3.57 mmol) were added to a solution of 8-nitro-quinolin-5-ol 563 (566 mg, 2.98 mmol) in DMF (5 ml) and the mixture was heated at 90° C. for 6 h. After cooling, the mixture was diluted with water (25 ml) and the aqueous phase was extracted with EtOAc. The combined organic phases were washed with brine (25 ml), dried (Na2SO4) and concentrated in vacuo to give the title compound (572 mg, 69%) which was used in the next step without further ... Starting materials: NCC1CN(c2ccc(N3CC4CN(C(=O)OCc5ccccc5)CC4C3)c(F)c2)C(=O)O1, ClCCl, CC(=O)OC(C)=O, c1ccncc1. Yields the product CC(=O)NCC1CN(c2ccc(N3CC4CN(C(=O)OCc5ccccc5)CC4C3)c(F)c2)C(=O)O1. Reaction SMILES: [C:1](=[O:2])([O:3][CH2:4][c:5]1[cH:6][cH:7][cH:8][cH:9][cH:10]1)[N:11]1[CH2:12][CH:13]2[CH2:14][N:15]([c:19]3[c:20]([F:33])[cH:21][c:22]([N:25]4[C:26](=[O:32])[O:27][CH:28]([CH2:30][NH2:31])[CH2:29]4)[cH:23][cH:24]3)[CH2:16][CH:17]2[CH2:18]1.[CH2:47]([Cl:48])[Cl:49].[CH3:40][C:41](=[O:42])[O:43][C:44](=[O:45])[CH3:46].[cH:34]1[cH:35][cH:36][n:37][cH:38][cH:39]1>>[C:1](=[O:2])([O:3][CH2:4][c:5]1[cH:6][cH:7][cH:8][cH:9][cH:10]1)[N:11]1[CH2:12][CH:13]2[CH2:14][N:15]([c:19]3[c:20]([F:33])[cH:21][c:22]([N:25]4[C:26](=[O:32])[O:27][CH:28]([CH2:30][NH:31][C:41]([CH3:40])=[O:42])[CH2:29]4)[cH:23][cH:24]3)[CH2:16][CH:17]2[CH2:18]1. Reactants: O1C(=CC=C1)C1=NC(=NC(=C1I)S(=O)C)N (4-furan-2-yl-5-iodo-6-methanesulfinyl-pyrimidin-2-yl-amine), OCCN1CCOCC1 (N-(2-hydroxyethyl)morpholine), C1CCC2=NCCCN2CC1 (DBU). Solvent: C1CCOC1 (THF). The product is O1C(=CC=C1)C1=NC(=NC(=C1I)OCCN1CCOCC1)N (4-Furan-2-yl-5-iodo-6-(2-morpholin-4-yl-ethoxy)-pyrimidin-2-yl-amine). RXN SMILES: [O:1]1[CH:5]=[CH:4][CH:3]=[C:2]1[C:6]1[C:11]([I:12])=[C:10](S(C)=O)[N:9]=[C:8]([NH2:16])[N:7]=1.[OH:17][CH2:18][CH2:19][N:20]1[CH2:25][CH2:24][O:23][CH2:22][CH2:21]1.C1CCN2C(=NCCC2)CC1>C1COCC1>[O:1]1[CH:5]=[CH:4][CH:3]=[C:2]1[C:6]1[C:11]([I:12])=[C:10]([O:17][CH2:18][CH2:19][N:20]2[CH2:25][CH2:24][O:23][CH2:22][CH2:21]2)[N:9]=[C:8]([NH2:16])[N:7]=1. Reported procedure: From 4-furan-2-yl-5-iodo-6-methanesulfinyl-pyrimidin-2-yl-amine, N-(2-hydroxyethyl)morpholine and DBU in THF. ES-MS m/e (%): 417 (M+H+, 100). Starting materials: C(=O)(OCC)C=1C=NC2=CC(=CC=C2C1O)C1CCCCC1 (3-carboethoxy-4-hydroxy-7-cyclohexyl-quinoline). Solvent: C(C)O (ethanol), [OH-].[Na+] (sodium hydroxide). The product is OC1=C(C=NC2=CC(=CC=C12)C1CCCCC1)C(=O)O (4-Hydroxy-7-cyclohexylquinoline-3-carboxylic acid). As a reaction SMILES: [C:1]([C:6]1[CH:7]=[N:8][C:9]2[C:14]([C:15]=1[OH:16])=[CH:13][CH:12]=[C:11]([CH:17]1[CH2:22][CH2:21][CH2:20][CH2:19][CH2:18]1)[CH:10]=2)([O:3]CC)=[O:2]>C(O)C.[OH-].[Na+]>[OH:16][C:15]1[C:14]2[C:9](=[CH:10][C:11]([CH:17]3[CH2:22][CH2:21][CH2:20][CH2:19][CH2:18]3)=[CH:12][CH:13]=2)[N:8]=[CH:7][C:6]=1[C:1]([OH:3])=[O:2] |f:2.3|. Reported procedure: A suspension of 15 g of 3-carboethoxy-4-hydroxy-7-cyclohexyl-quinoline in 150 ml of ethanol and 150 ml of 2 N sodium hydroxide solution is boiled under reflux for 7 hours. It is then evaporated to dryness, the residue is dissolved in ethanol-water and the solution is adjusted to pH value 7 with 2 N hydrochloric acid. The crystalline residue thereby produced is filtered off and thoroughly washed with water. 4-Hydroxy-7-cyclohexylquinoline-3-carboxylic acid thus obtained, melts at 241°-243°C (evol...